Task: describe an organic reaction: reactants, conditions, products, and yield. Dataset: the Open Reaction Database (ORD), a public repository of structured organic reaction records Reaction SMILES: [CH3:1][Si:2]([CH2:3][CH2:4][O:5][CH2:6][n:7]1[cH:8][cH:9][c:10]2[c:11]1[n:12][cH:13][n:14][c:15]2-[c:16]1[cH:17][n:18][n:19]([C:21]2([CH2:25][C:26]#[N:27])[CH2:22][NH:23][CH2:24]2)[cH:20]1)([CH3:28])[CH3:29].[CH3:35][CH3:36].[CH3:37][CH2:38][O:39][C:40](=[O:41])[CH3:42].[S:30](=[O:31])(=[O:32])([Cl:33])[Cl:34]>>[CH3:1][Si:2]([CH2:3][CH2:4][O:5][CH2:6][n:7]1[cH:8][cH:9][c:10]2[c:11]1[n:12][cH:13][n:14][c:15]2-[c:16]1[cH:17][n:18][n:19]([C:21]2([CH2:25][C:26]#[N:27])[CH2:22][N:23]([S:30](=[O:31])(=[O:32])[CH2:35][CH3:36])[CH2:24]2)[cH:20]1)([CH3:28])[CH3:29]. Product: CCS(=O)(=O)N1CC(CC#N)(n2cc(-c3ncnc4c3ccn4COCC[Si](C)(C)C)cn2)C1. The reactants are C[Si](C)(C)CCOCn1ccc2c(-c3cnn(C4(CC#N)CNC4)c3)ncnc21, CC, CCOC(C)=O, O=S(=O)(Cl)Cl. Starting materials: BrC=1C(=C(C(=NC1C)C)[C@@H](C(=O)OC(C)C)O)N1CCC(CC1)(C)C#N ((S)-isopropyl 2-(5-bromo-4-(4-cyano-4-methylpiperidin-1-yl)-2,6-dimethylpyridin-3-yl)-2-hydroxyacetate), HClO4. Solvent: C(Cl)Cl (DCM), C(Cl)Cl (DCM). Conditions: time 48 hour. Yields the product BrC=1C(=C(C(=NC1C)C)[C@@H](C(=O)OC(C)C)OC(C)(C)C)N1CCC(CC1)(C)C#N ((S)-isopropyl 2-(5-bromo-4-(4-cyano-4-methylpiperidin-1-yl)-2,6-dimethylpyridin-3-yl)-2-(tert-butoxy)acetate). Yield: 171.5%. Reaction SMILES: [Br:1][C:2]1[C:3]([N:18]2[CH2:23][CH2:22][C:21]([C:25]#[N:26])([CH3:24])[CH2:20][CH2:19]2)=[C:4]([C@H:10]([OH:17])[C:11]([O:13][CH:14]([CH3:16])[CH3:15])=[O:12])[C:5]([CH3:9])=[N:6][C:7]=1[CH3:8]>C(Cl)Cl>[Br:1][C:2]1[C:3]([N:18]2[CH2:19][CH2:20][C:21]([C:25]#[N:26])([CH3:24])[CH2:22][CH2:23]2)=[C:4]([C@H:10]([O:17][C:4]([CH3:10])([CH3:5])[CH3:3])[C:11]([O:13][CH:14]([CH3:16])[CH3:15])=[O:12])[C:5]([CH3:9])=[N:6][C:7]=1[CH3:8]. Procedure: The isobutylene gas was bubbled into a nitrogen purged, cooled (0° C.) solution of (S)-isopropyl 2-(5-bromo-4-(4-cyano-4-methylpiperidin-1-yl)-2,6-dimethylpyridin-3-yl)-2-hydroxyacetate (670 mg, 1.58 mmol) and 0.15 mL of 70% HClO4 in DCM (15 mL) for 20 min. The reaction mixture was allowed to warm to rt and stirred for 48 h in a pressure sealed vessel. The reaction was then diluted with DCM, washed with 1M Na2CO3 solution, and dried over MgSO4. The crude product was charged (DCM) to a 80 g ISCO ... Reactants: O (Water), C(#N)C1=C(C=C(C=C1)N[C@H]1[C@H](CCCC1)NC(OC(C)(C)C)=O)NC1=C2C=CN(C2=CC=C1)C (tert-butyl (1S,2R)-2-(4-cyano-3-(1-methyl-1H-indol-4-ylamino)phenylamino)cyclohexylcarbamate), C(=O)([O-])[O-].[K+].[K+] (K2CO3), OO (H2O2). The solvent is CCOC(=O)C (EtOAc), CS(=O)C (DMSO). Run at time 10 minute. Product: N[C@@H]1[C@@H](CCCC1)NC1=CC(=C(C(=O)N)C=C1)NC1=C2C=CN(C2=CC=C1)C (4-((1R,2S)-2-aminocyclohexylamino)-2-(1-methyl-1H-indol-4-ylamino)benzamide). Yield: 13.9%. As a reaction SMILES: [C:1]([C:3]1[CH:8]=[CH:7][C:6]([NH:9][C@@H:10]2[CH2:15][CH2:14][CH2:13][CH2:12][C@@H:11]2[NH:16]C(=O)OC(C)(C)C)=[CH:5][C:4]=1[NH:24][C:25]1[CH:33]=[CH:32][CH:31]=[C:30]2[C:26]=1[CH:27]=[CH:28][N:29]2[CH3:34])#[N:2].C([O-])([O-])=[O:36].[K+].[K+].OO.O>CS(C)=O.CCOC(C)=O>[NH2:16][C@H:11]1[CH2:12][CH2:13][CH2:14][CH2:15][C@H:10]1[NH:9][C:6]1[CH:7]=[CH:8][C:3]([C:1]([NH2:2])=[O:36])=[C:4]([NH:24][C:25]2[CH:33]=[CH:32][CH:31]=[C:30]3[C:26]=2[CH:27]=[CH:28][N:29]3[CH3:34])[CH:5]=1 |f:1.2.3|. Procedure details: To a solution of tert-butyl (1S,2R)-2-(4-cyano-3-(1-methyl-1H-indol-4-ylamino)phenylamino)cyclohexylcarbamate (90 mg, 0.19 mmol) in DMSO (2 mL). K2CO3 (130 mg, 0.94 mmol) and H2O2 (50% aq., 0.500 mL) were added. The mixture was stirred at 100 C for 10 min. Water and EtOAc were added. The organic phase was separated, dried over Na2SO4, concentrated in vacuo. The residue was dissolved in TFA (2 mL). After 10 min of standing, TFA was removed in vacuo. The residue was purified by HPLC to give the ti...